describe an organic reaction: reactants, conditions, products, and yield From a dataset of the Open Reaction Database (ORD), a public repository of structured organic reaction records. The reactants are Br, CC(=O)O, [N-]=[N+]=CC(=O)C1CCN(C(=O)OCc2ccccc2)CC1, CCOC(C)=O, [Na+], O=C([O-])O. The product is O=C(CBr)C1CCN(C(=O)OCc2ccccc2)CC1. Reaction SMILES: [BrH:22].[C:23]([OH:24])(=[O:25])[CH3:26].[CH2:1]([c:2]1[cH:3][cH:4][cH:5][cH:6][cH:7]1)[O:8][C:9](=[O:10])[N:11]1[CH2:12][CH2:13][CH:14]([C:17]([CH:18]=[N+:19]=[N-:20])=[O:21])[CH2:15][CH2:16]1.[CH3:32][CH2:33][O:34][C:35]([CH3:36])=[O:37].[Na+:31].[O-:27][C:28]([OH:29])=[O:30]>>[CH2:1]([c:2]1[cH:3][cH:4][cH:5][cH:6][cH:7]1)[O:8][C:9](=[O:10])[N:11]1[CH2:12][CH2:13][CH:14]([C:17]([CH2:18][Br:22])=[O:21])[CH2:15][CH2:16]1. Starting materials: CC(C)N1S(NC2=C(C1=O)C=CC=C2)(=O)=O (3-(1-methylethyl)-1H-2,1,3-benzothiadiazin-4(3H)-one-2,2-dioxide), C(C)N(C(=O)Cl)CC (diethylcarbamoyl chloride). The solvent is C(C)N(CC)CC (triethylamine). Product: C(C)N(C(=O)N1SN(C(C2=C1C=CC=C2)=O)C(C)C)CC (N,N-diethyl-3,4-dihydro-3-(1-methylethyl)-4-oxo-1H-2,1,3-benzothiadiazine-1-carboxamide). Yield: 80.8%. RXN SMILES: [CH3:1][CH:2]([N:4]1[C:9](=[O:10])[C:8]2[CH:11]=[CH:12][CH:13]=[CH:14][C:7]=2[NH:6][S:5]1(=O)=O)[CH3:3].[CH2:17]([N:19]([CH2:23][CH3:24])[C:20](Cl)=[O:21])[CH3:18]>C(N(CC)CC)C>[CH2:17]([N:19]([CH2:23][CH3:24])[C:20]([N:6]1[C:7]2[CH:14]=[CH:13][CH:12]=[CH:11][C:8]=2[C:9](=[O:10])[N:4]([CH:2]([CH3:3])[CH3:1])[S:5]1)=[O:21])[CH3:18]. Reported procedure: In a similar manner 12 g of 3-(1-methylethyl)-1H-2,1,3-benzothiadiazin-4(3H)-one-2,2-dioxide was caused to react with 7.28 g of diethylcarbamoyl chloride in the presence of 14 ml of triethylamine. The crude product was crystallized from methanol to afford 12.4 g of N,N-diethyl-3,4-dihydro-3-(1-methylethyl)-4-oxo-1H-2,1,3-benzothiadiazine-1-carboxamide, m.p. 103°-104.5° C. Yields the product COC(CN1CCc2ccc(Nc3ncc(Cl)c(NC4CCCCC4NS(C)(=O)=O)n3)cc2CC1)C(F)(F)F. The reactants are CS(=O)(=O)NC1CCCCC1Nc1nc(Cl)ncc1Cl, COC(CN1CCc2ccc(N)cc2CC1)C(F)(F)F. Reaction SMILES: [Cl:21][c:22]1[n:23][cH:24][c:25]([Cl:40])[c:26]([NH:28][CH:29]2[CH:30]([NH:35][S:36](=[O:37])(=[O:38])[CH3:39])[CH2:31][CH2:32][CH2:33][CH2:34]2)[n:27]1.[F:1][C:2]([CH:3]([CH2:4][N:5]1[CH2:6][CH2:7][c:8]2[c:9]([cH:12][c:13]([NH2:16])[cH:14][cH:15]2)[CH2:10][CH2:11]1)[O:17][CH3:18])([F:19])[F:20]>>[F:1][C:2]([CH:3]([CH2:4][N:5]1[CH2:6][CH2:7][c:8]2[c:9]([cH:12][c:13]([NH:16][c:22]3[n:23][cH:24][c:25]([Cl:40])[c:26]([NH:28][CH:29]4[CH:30]([NH:35][S:36](=[O:37])(=[O:38])[CH3:39])[CH2:31][CH2:32][CH2:33][CH2:34]4)[n:27]3)[cH:14][cH:15]2)[CH2:10][CH2:11]1)[O:17][CH3:18])([F:19])[F:20]. Starting materials: C1(=CCCC1)N1CCOCC1 (N-cyclopentenyl morpholine), BrC1=CC=C(C=O)C=C1 (4-bromobenzaldehyde), C1=CC=CC=C1 (benzene), Cl (hydrochloric acid). Reaction conditions: temperature 30 celsius, time 2 hour. Yields the product BrC1=CC=C(C=C2C(CCC2)=O)C=C1 (2-(4-bromobenzylidene)cyclopentanone). RXN SMILES: C1(N2CC[O:9]CC2)CCCC=1.[Br:12][C:13]1[CH:20]=[CH:19][C:16]([CH:17]=O)=[CH:15][CH:14]=1.Cl.[CH:22]1[CH:27]=[CH:26][CH:25]=[CH:24]C=1>>[Br:12][C:13]1[CH:20]=[CH:19][C:16]([CH:17]=[C:24]2[CH2:25][CH2:26][CH2:27][C:22]2=[O:9])=[CH:15][CH:14]=1. Reported procedure: With reflux device installed, 36.8 g (0.24 mol) of N-cyclopentenyl morpholine, 0.20 mol of 4-bromobenzaldehyde and 200 mL of benzene were added to a round bottom flask and heated under reflux for 20 h. The resulting solution was cooled to 30° C., and slowly stirred while 62 mL of hydrochloric acid (6 mol/L) was added. After stirring for 2 h at room temperature, the benzene layer was separated and washed with water to neutral, and dried over anhydrous sodium sulfate overnight. Then the mixture wa...